Dataset: the Open Reaction Database (ORD), a public repository of structured organic reaction records. Task: describe an organic reaction: reactants, conditions, products, and yield Starting materials: COC(=O)C(C#N)C1(C)CCOc2ccc(F)cc21, CS(C)=O, [Cl-], [Na+], O. Yields the product CC1(CC#N)CCOc2ccc(F)cc21. Reaction SMILES: [CH3:1][O:2][C:3]([CH:4]([C:5]1([CH3:16])[CH2:6][CH2:7][O:8][c:9]2[cH:10][cH:11][c:12]([F:15])[cH:13][c:14]21)[C:17]#[N:18])=[O:19].[CH3:22][S:23]([CH3:24])=[O:25].[Cl-:21].[Na+:20].[OH2:26]>>[CH2:4]([C:5]1([CH3:16])[CH2:6][CH2:7][O:8][c:9]2[cH:10][cH:11][c:12]([F:15])[cH:13][c:14]21)[C:17]#[N:18]. Reactants: CO, CC(Nc1cc(-c2cc(N3CC4CC3CN4)c3ccccc3n2)ccn1)c1ccccc1, CC=O, ClC(Cl)Cl, ClCCl. Yields the product CCN1CC2CC1CN2c1cc(-c2ccnc(NC(C)c3ccccc3)c2)nc2ccccc12. Reaction SMILES: [CH3:36][OH:37].[CH:1]12[N:2]([c:8]3[cH:9][c:10](-[c:18]4[cH:19][c:20]([NH:24][CH:25]([CH3:26])[c:27]5[cH:28][cH:29][cH:30][cH:31][cH:32]5)[n:21][cH:22][cH:23]4)[n:11][c:12]4[cH:13][cH:14][cH:15][cH:16][c:17]34)[CH2:3][CH:4]([NH:5][CH2:6]1)[CH2:7]2.[CH:33]([CH3:34])=[O:35].[CH:38]([Cl:39])([Cl:40])[Cl:41].[Cl:42][CH2:43][Cl:44]>>[CH:1]12[N:2]([c:8]3[cH:9][c:10](-[c:18]4[cH:19][c:20]([NH:24][CH:25]([CH3:26])[c:27]5[cH:28][cH:29][cH:30][cH:31][cH:32]5)[n:21][cH:22][cH:23]4)[n:11][c:12]4[cH:13][cH:14][cH:15][cH:16][c:17]34)[CH2:3][CH:4]([N:5]([CH2:33][CH3:34])[CH2:6]1)[CH2:7]2.